From a dataset of the Open Reaction Database (ORD), a public repository of structured organic reaction records. describe an organic reaction: reactants, conditions, products, and yield The reactants are C(C)OC1=C(C(=O)OCC)C=CC(=C1)CC(=O)NC(=CC(C)C)C1=C(C=CC=C1)N1CCCCC1 (ethyl 2-ethoxy-4-[N-{1-(2-piperidino-phenyl)-3-methyl-1-buten-1-yl}-aminocarbonylmethyl]-benzoate), (2-piperidino-phenyl)-isobutyl-ketimine, C(C)OC=1C=C(C=CC1C(=O)OCC)CC(=O)O (3-ethoxy-4-ethoxycarbonyl-phenyl-acetic acid). Yields the product C(C)OC1=C(C(=O)OCC)C=CC(=C1)CC(=O)NC(CC(C)C)C1=C(C=CC=C1)N1CCCCC1 (Ethyl 2-ethoxy-4-[N-{1-(2-piperidino-phenyl)-3-methyl-1-butyl}-aminocarbonylmethyl]-benzoate). RXN SMILES: [CH2:1]([O:3][C:4]1[CH:14]=[C:13]([CH2:15][C:16]([NH:18][C:19]([C:24]2[CH:29]=[CH:28][CH:27]=[CH:26][C:25]=2[N:30]2[CH2:35][CH2:34][CH2:33][CH2:32][CH2:31]2)=[CH:20][CH:21]([CH3:23])[CH3:22])=[O:17])[CH:12]=[CH:11][C:5]=1[C:6]([O:8][CH2:9][CH3:10])=[O:7])[CH3:2].C(OC1C=C(CC(O)=O)C=CC=1C(OCC)=O)C>>[CH2:1]([O:3][C:4]1[CH:14]=[C:13]([CH2:15][C:16]([NH:18][CH:19]([C:24]2[CH:29]=[CH:28][CH:27]=[CH:26][C:25]=2[N:30]2[CH2:35][CH2:34][CH2:33][CH2:32][CH2:31]2)[CH2:20][CH:21]([CH3:22])[CH3:23])=[O:17])[CH:12]=[CH:11][C:5]=1[C:6]([O:8][CH2:9][CH3:10])=[O:7])[CH3:2]. Procedure details: Prepared from ethyl 2-ethoxy-4-[N-{1-(2-piperidino-phenyl)-3-methyl-1-buten-1-yl}-aminocarbonylmethyl]-benzoate, melting point 125-126° C., which in turn was prepared from (2-piperidino-phenyl)-isobutyl-ketimine and 3-ethoxy-4-ethoxycarbonyl-phenyl-acetic acid analogous to Example 1. Reactants: COC=1C=CC2=C(C(=C2)C=O)C1 (5-methoxybenzocyclobutene-1-carboxaldehyde), C([O-])([O-])=O.[Cs+].[Cs+] (caesium carbonate), CCOC(=O)CP(=O)(OCC)OCC (phosphonoacetic acid triethyl ester). Solvent: O1CCOCC1 (dioxan). Product: C(C)OC(C=CC1=CC2=C1C=C(C=C2)OC)=O (3-(5-methoxybenzocyclobuten-1-yl)acrylic acid ethyl ester). Reaction SMILES: [CH3:1][O:2][C:3]1[CH:4]=[CH:5][C:6]2[CH:9]=[C:8]([CH:10]=O)[C:7]=2[CH:12]=1.C(=O)([O-])[O-].[Cs+].[Cs+].[CH3:19][CH2:20][O:21][C:22]([CH2:24]P(OCC)(OCC)=O)=[O:23]>O1CCOCC1>[CH2:20]([O:21][C:22](=[O:23])[CH:24]=[CH:10][C:8]1[C:7]2[CH:12]=[C:3]([O:2][CH3:1])[CH:4]=[CH:5][C:6]=2[CH:9]=1)[CH3:19] |f:1.2.3|. Procedure details: 5.5 g (34 mmol) of 5-methoxybenzocyclobutene-1-carboxaldehyde and 13.8 g (42 mmol) of caesium carbonate are introduced under argon into 55 ml of dioxan. While stirring, 8.7 g (39 mmol) of phosphonoacetic acid triethyl ester are added and the whole is then heated at 80° for 2 hours. The reaction mixture is then concentrated, taken up in dichloromethane and washed with water. The organic phase is dried over sodium sulphate and concentrated by evaporation. The crude product so obtained is purified ... Reactants: [NH4+].[OH-] (NH4OH), C(C(C)C)C1=C(OC(C(=O)OCC)C2=CC3=C(C=C2)OCO3)C=CC(=C1)C(=O)OC (ethyl α-(2-iso-butyl-4-carbomethoxy-phenoxy)-3,4-methylenedioxyphenylacetate), solution, [OH-].[Na+] (sodium hydroxide), Cl (HCl). Solvent: C(Cl)(Cl)Cl (CHCl3), CO (methanol), CO (MeOH). Reaction conditions: time 1.5 hour. Yields the product C(C(C)C)C1=C(OC(C(=O)O)C2=CC3=C(C=C2)OCO3)C=CC(=C1)C(=O)OC (α-(2-iso-butyl-4-carbomethoxyphenoxy)-3,4-methylenedioxyphenylacetic acid). RXN SMILES: [CH2:1]([C:5]1[CH:26]=[C:25]([C:27]([O:29][CH3:30])=[O:28])[CH:24]=[CH:23][C:6]=1[O:7][CH:8]([C:14]1[CH:19]=[CH:18][C:17]2[O:20][CH2:21][O:22][C:16]=2[CH:15]=1)[C:9]([O:11]CC)=[O:10])[CH:2]([CH3:4])[CH3:3].[OH-].[Na+].[NH4+].[OH-].Cl>CO.C(Cl)(Cl)Cl>[CH2:1]([C:5]1[CH:26]=[C:25]([C:27]([O:29][CH3:30])=[O:28])[CH:24]=[CH:23][C:6]=1[O:7][CH:8]([C:14]1[CH:19]=[CH:18][C:17]2[O:20][CH2:21][O:22][C:16]=2[CH:15]=1)[C:9]([OH:11])=[O:10])[CH:2]([CH3:4])[CH3:3] |f:1.2,3.4|. Procedure details: To a solution of 1.518 g (3.66 mmol) of the product of Step A dissolved in 8.0 mL of methanol was added 1.0 mL of a 5.0 M solution of aqueous sodium hydroxide. The reaction was stirred at room temperature and monitored by TLC (80:15:1 CHCl3 --MeOH--NH4OH). After 1.5 hours the reaction was judged to be complete and the reaction mixture was adjusted to pH=5 with 1.0 N HCl. The reaction mixture was then partitioned between EtOAc and water, separated, dried (MgSO4), filtered, and evaporated. The res... The reactants are C1(=CC=CC=C1)C(C1=CC=CC=C1)NC1CCN(CC1)CCCN (4-(diphenylmethylamino)-1-piperidinepropanamine), ClC=1C=CC=2N(N1)C=C(N2)C(C(=O)OCC)(C)C (ethyl 2-(6-chloroimidazo[1,2-b]pyridazin-2-yl)-2-methylpropionate), C([O-])(O)=O.[Na+] (sodium bicarbonate). Product: C1(=CC=CC=C1)C(C1=CC=CC=C1)NC1CCN(CC1)CCCNC=1C=CC=2N(N1)C=C(N2)C(C(=O)OCC)(C)C (ethyl 2-[6-[3-[4-(diphenylmethylamino) piperidino]propylamino]imidazo[1,2-b]pyridazin-2-yl]-2-methylpropionate). The yield is 51.3%. RXN SMILES: [C:1]1([CH:7]([NH:14][CH:15]2[CH2:20][CH2:19][N:18]([CH2:21][CH2:22][CH2:23][NH2:24])[CH2:17][CH2:16]2)[C:8]2[CH:13]=[CH:12][CH:11]=[CH:10][CH:9]=2)[CH:6]=[CH:5][CH:4]=[CH:3][CH:2]=1.Cl[C:26]1[CH:27]=[CH:28][C:29]2[N:30]([CH:32]=[C:33]([C:35]([CH3:42])([CH3:41])[C:36]([O:38][CH2:39][CH3:40])=[O:37])[N:34]=2)[N:31]=1.C(=O)(O)[O-].[Na+]>>[C:1]1([CH:7]([NH:14][CH:15]2[CH2:20][CH2:19][N:18]([CH2:21][CH2:22][CH2:23][NH:24][C:26]3[CH:27]=[CH:28][C:29]4[N:30]([CH:32]=[C:33]([C:35]([CH3:41])([CH3:42])[C:36]([O:38][CH2:39][CH3:40])=[O:37])[N:34]=4)[N:31]=3)[CH2:17][CH2:16]2)[C:8]2[CH:13]=[CH:12][CH:11]=[CH:10][CH:9]=2)[CH:6]=[CH:5][CH:4]=[CH:3][CH:2]=1 |f:2.3|. Reported procedure: 3.12 g of 4-(diphenylmethylamino)-1-piperidinepropanamine and 1.72 g of ethyl 2-(6-chloroimidazo[1,2-b]pyridazin-2-yl)-2-methylpropionate were stirred at 180° C. for 3 hours. After cooling, aqueous sodium bicarbonate was added, followed by extraction with ethyl acetate; the extract was washed with saturated saline and dried with magnesium sulfate. The dry product was concentrated under reduced pressure; the residue was subjected to silica gel column chromatography and eluted with ethyl acetate:m... Reactants: C1(CC1)[C@H](C)NC(=O)C1=CN(C2=NC=C(N=C21)C2=NN(C1=CC(=CC=C21)Cl)C)COCC[Si](C)(C)C (2-(6-chloro-1-methyl-1H-indazol-3-yl)-5-(2-trimethylsilanylethoxymethyl)-5H-pyrrolo[2,3-b]pyrazine-7-carboxylic acid ((S)-1-cyclopropyl-ethyl)-amide), FC(C(=O)O)(F)F (trifluoroacetic acid). Solvent: ClCCl (dichloromethane). Run at time 30 minute. Yields the product C1(CC1)[C@H](C)NC(=O)C1=CNC2=NC=C(N=C21)C2=NN(C1=CC(=CC=C21)Cl)C (2-(6-Chloro-1-methyl-1H-indazol-3-yl)-5H-pyrrolo[2,3-b]pyrazine-7-carboxylic acid ((S)-1-cyclopropyl-ethyl)-amide). As a reaction SMILES: [CH:1]1([C@@H:4]([NH:6][C:7]([C:9]2[C:17]3[C:12](=[N:13][CH:14]=[C:15]([C:18]4[C:26]5[C:21](=[CH:22][C:23]([Cl:27])=[CH:24][CH:25]=5)[N:20]([CH3:28])[N:19]=4)[N:16]=3)[N:11](COCC[Si](C)(C)C)[CH:10]=2)=[O:8])[CH3:5])[CH2:3][CH2:2]1.FC(F)(F)C(O)=O>ClCCl>[CH:1]1([C@@H:4]([NH:6][C:7]([C:9]2[C:17]3[C:12](=[N:13][CH:14]=[C:15]([C:18]4[C:26]5[C:21](=[CH:22][C:23]([Cl:27])=[CH:24][CH:25]=5)[N:20]([CH3:28])[N:19]=4)[N:16]=3)[NH:11][CH:10]=2)=[O:8])[CH3:5])[CH2:3][CH2:2]1. Reported procedure: A solution of crude 2-(6-chloro-1-methyl-1H-indazol-3-yl)-5-(2-trimethylsilanylethoxymethyl)-5H-pyrrolo[2,3-b]pyrazine-7-carboxylic acid ((S)-1-cyclopropyl-ethyl)-amide (70 mg, 0.134 mmol), 2 mL of dichloromethane and 2 mL of trifluoroacetic acid was stirred 1 h, then concentrated to a yellow solid. The solid was dissolved in 2 mL of dichloromethane and 1 mL of ethylenediamine, and the yellow solution was stirred 30 min. Water (20 mL) was added. The resultant precipitate was isolated by Buchner ... Starting materials: C1CNCCN1, Cc1ccc(Sc2ncnc3c(N4CCOCC4)nc(Cl)nc23)cc1. The product is Cc1ccc(Sc2ncnc3c(N4CCOCC4)nc(N4CCNCC4)nc23)cc1. Reaction SMILES: [CH2:26]1[CH2:27][NH:28][CH2:29][CH2:30][NH:31]1.[Cl:1][c:2]1[n:3][c:4]([N:20]2[CH2:21][CH2:22][O:23][CH2:24][CH2:25]2)[c:5]2[c:6]([n:7]1)[c:8]([S:12][c:13]1[cH:14][cH:15][c:16]([CH3:19])[cH:17][cH:18]1)[n:9][cH:10][n:11]2>>[c:2]1([N:28]2[CH2:27][CH2:26][NH:31][CH2:30][CH2:29]2)[n:3][c:4]([N:20]2[CH2:21][CH2:22][O:23][CH2:24][CH2:25]2)[c:5]2[c:6]([n:7]1)[c:8]([S:12][c:13]1[cH:14][cH:15][c:16]([CH3:19])[cH:17][cH:18]1)[n:9][cH:10][n:11]2.